From a dataset of the Open Reaction Database (ORD), a public repository of structured organic reaction records. describe an organic reaction: reactants, conditions, products, and yield Reactants: ClC=1C=C(SCC(=O)O)C=CC1 (m-chlorothiophenoxyacetic acid), P(Cl)(Cl)Cl (phosphorous trichloride), ice water, [Cl-].[Al+3].[Cl-].[Cl-] (aluminum chloride). The solvent is ClC1=CC=CC=C1 (chlorobenzene). Reaction conditions: temperature 100 celsius, time 2 hour. The product is ClC1=CC2=C(C(CS2)=O)C=C1 (6-chloro-2,3-dihydro-benzothiofuran-3-one). The yield is 61.9%. Reaction SMILES: [Cl:1][C:2]1[CH:3]=[C:4]([CH:10]=[CH:11][CH:12]=1)[S:5][CH2:6][C:7](O)=[O:8].P(Cl)(Cl)Cl.[Cl-].[Al+3].[Cl-].[Cl-]>ClC1C=CC=CC=1>[Cl:1][C:2]1[CH:12]=[CH:11][C:10]2[C:7](=[O:8])[CH2:6][S:5][C:4]=2[CH:3]=1 |f:2.3.4.5|. Procedure: To a solution of m-chlorothiophenoxyacetic acid (5.00 g, 24.7 mmol) in chlorobenzene (25 ml) was added phosphorous trichloride (2.90 ml) at room temperature, and the reaction was allowed to proceed with vigorous stirring at 100° C. for 2 hours. After cooling to room temperature, anhydrous aluminum chloride (3.70 g, 27.7 mmol) was added thereto, and the reaction was allowed to proceed at room temperature for 30 minutes, followed by stirring at 100° C. for 1.5 hours. After cooling to room temperat... Reactants: C1(=CC=C(C=C1)S(=O)(=O)O)C (p-toluene sulfonic acid), O1[C@]23[C@]4(C=CC(C=C4CC[C@H]2[C@@H]2CC[C@](C(COC(C)=O)=O)([C@]2(C[C@@H]31)C)O)=O)C (9β,11β-epoxy-21-acetoxy-17-hydroxypregna-1,4-diene-3,20-dione), C(=C)(C)CC(=O)[O-] (isopropenylacetate), N1=CC=CC=C1 (pyridine). Run at time 2.5 hour. Product: O1[C@]23[C@]4(C=CC(=CC4=CC[C@H]2[C@@H]2CC[C@](C(COC(C)=O)=O)([C@]2(C[C@@H]31)C)OC(C)=O)OC(C)=O)C (9β,11β-epoxy-3,17,21-triacetoxy-pregna-1,3,5-trien-20-one). As a reaction SMILES: C1(C)C=CC(S(O)(=O)=[O:8])=CC=1.[O:12]1[C@@H:36]2[C@:13]31[C@H:22]([C@H:23]1[C@:34]([CH3:37])([CH2:35]2)[C@@:26]([OH:38])([C:27](=[O:33])[CH2:28][O:29][C:30](=[O:32])[CH3:31])[CH2:25][CH2:24]1)[CH2:21][CH2:20][C:19]1[C@:14]3([CH3:40])[CH:15]=[CH:16][C:17](=[O:39])[CH:18]=1.N1[CH:46]=[CH:45]C=CC=1.C([CH2:50][C:51]([O-])=[O:52])(C)=C>>[O:12]1[C@@H:36]2[C@:13]31[C@H:22]([C@H:23]1[C@:34]([CH3:37])([CH2:35]2)[C@@:26]([O:38][C:51](=[O:52])[CH3:50])([C:27](=[O:33])[CH2:28][O:29][C:30](=[O:32])[CH3:31])[CH2:25][CH2:24]1)[CH2:21][CH:20]=[C:19]1[C@:14]3([CH3:40])[CH:15]=[CH:16][C:17]([O:39][C:45](=[O:8])[CH3:46])=[CH:18]1. Procedure details: To a solution of 2 g p-toluene sulfonic acid in 100 ml isopropenylacetate was added 20 g of 9β,11β-epoxy-21-acetoxy-17-hydroxypregna-1,4-diene-3,20-dione and the mixture was kept at 80°-85° C. for 2.5 hr with exclusion of moisture. The resulting solution was cooled, neutralized with pyridine (3 ml) and evaporated under high vacuum to give crude 9β,11β-epoxy-3,17,21-triacetoxy-pregna-1,3,5-trien-20-one as a hard gum (25 g) which could not be induced to crystallize (λmax 301 nm ε=5400). The reactants are BrC1=C(OC2COCC2)C=CC(=C1)F (3-(2-bromo-4-fluorophenoxy)tetrahydrofuran), C(C)(C)[Mg]Cl (isopropyl magnesium chloride), CN(C)C=O (DMF). Run in C1CCOC1 (THF). Run at time 4 hour. Yields the product FC=1C=CC(=C(C=O)C1)OC1COCC1 (5-fluoro-2-((tetrahydrofuran-3-yl)oxy)benzaldehyde). Isolated yield 94.6%. As a reaction SMILES: Br[C:2]1[CH:13]=[C:12]([F:14])[CH:11]=[CH:10][C:3]=1[O:4][CH:5]1[CH2:9][CH2:8][O:7][CH2:6]1.C([Mg]Cl)(C)C.CN([CH:23]=[O:24])C>C1COCC1>[F:14][C:12]1[CH:11]=[CH:10][C:3]([O:4][CH:5]2[CH2:9][CH2:8][O:7][CH2:6]2)=[C:2]([CH:13]=1)[CH:23]=[O:24]. Procedure: To a solution of 3-(2-bromo-4-fluorophenoxy)tetrahydrofuran (50.0 g, 191 mmol) in 400 ml of dry THF at −78° C., isopropyl magnesium chloride (2M in THF) (240 ml, 479 mmol) was added drop wise, stirred the reaction mixture at room temperature for 4 h, again cooled the reaction mixture at −78° C., DMF (22.1 ml, 287 mmol) was added, stirred the reaction mixture at room temperature for 1 h, quenched with NH4Cl solution (400 ml), diluted with EtOAc (1.0 L), washed with water and brine solution, dried... The reactants are BrC1=CC(=C(C=C1)C1NC(N(C=2CCCC(C12)=O)C1=CC(=CC=C1)C(F)(F)F)=O)S(=O)(=O)C (4-(4-bromo-2-(methylsulfonyl)phenyl)-1-(3-(trifluoromethyl)phenyl)-3,4,7,8-tetrahydroquinazoline-2,5(1H,6H)-dione), BrC1=CC(=C(C=C1)C1NC(N(C=2CCCC(C12)=O)C1=CC(=CC=C1)C(F)(F)F)=O)S(=O)(=O)C (4-(4-bromo-2-(methylsulfonyl)phenyl)-1-(3-(trifluoromethyl)phenyl)-3,4,7,8-tetrahydroquinazoline-2,5(1H,6H)-dione), CN(C=O)C (N,N-dimethylformamide), O (Water). The reagents and catalysts are [C-]#N.[Zn+2].[C-]#N (zinc cyanide), C1=CC=C(C=C1)P(C2=CC=CC=C2)C3=CC=CC=C3.C1=CC=C(C=C1)P(C2=CC=CC=C2)C3=CC=CC=C3.C1=CC=C(C=C1)P(C2=CC=CC=C2)C3=CC=CC=C3.C1=CC=C(C=C1)P(C2=CC=CC=C2)C3=CC=CC=C3.[Pd] (tetrakis(triphenylphosphine)-palladium(O)). Run at temperature 110 celsius. The product is O=C1N(C=2CCCC(C2C(N1)C1=C(C=C(C#N)C=C1)S(=O)(=O)C)=O)C1=CC(=CC=C1)C(F)(F)F (4-(2,5-Dioxo-1-(3-(trifluoromethyl)phenyl)-1,2,3,4,5,6,7,8-octahydroquinazolin-4-yl)-3-(methylsulfonyl)benzonitrile). RXN SMILES: Br[C:2]1[CH:7]=[CH:6][C:5]([CH:8]2[C:17]3[C:16](=[O:18])[CH2:15][CH2:14][CH2:13][C:12]=3[N:11]([C:19]3[CH:24]=[CH:23][CH:22]=[C:21]([C:25]([F:28])([F:27])[F:26])[CH:20]=3)[C:10](=[O:29])[NH:9]2)=[C:4]([S:30]([CH3:33])(=[O:32])=[O:31])[CH:3]=1.O.[CH3:35][N:36](C)C=O>[C-]#N.[Zn+2].[C-]#N.C1C=CC(P(C2C=CC=CC=2)C2C=CC=CC=2)=CC=1.C1C=CC(P(C2C=CC=CC=2)C2C=CC=CC=2)=CC=1.C1C=CC(P(C2C=CC=CC=2)C2C=CC=CC=2)=CC=1.C1C=CC(P(C2C=CC=CC=2)C2C=CC=CC=2)=CC=1.[Pd]>[O:29]=[C:10]1[NH:9][CH:8]([C:5]2[CH:6]=[CH:7][C:2]([C:35]#[N:36])=[CH:3][C:4]=2[S:30]([CH3:33])(=[O:31])=[O:32])[C:17]2[C:16](=[O:18])[CH2:15][CH2:14][CH2:13][C:12]=2[N:11]1[C:19]1[CH:24]=[CH:23][CH:22]=[C:21]([C:25]([F:27])([F:26])[F:28])[CH:20]=1 |f:3.4.5,6.7.8.9.10|. Procedure details: Under an atmosphere of argon, a mixture of 4-(4-bromo-2-(methylsulfonyl)phenyl)-1-(3-(trifluoromethyl)phenyl)-3,4,7,8-tetrahydroquinazoline-2,5(1H,6H)-dione (intermediate 34), zinc cyanide (22 mg, 0.191 mmol) and tetrakis(triphenylphosphine)-palladium(O) (17 mg, 15 pot) in N,N-dimethylformamide (1 mL) is heated at 110° C. over night. Water is added and the mixture is filtered. The precipitate is purifed by flash chromatography on silica (gradient cyclohexane/ethyl acetate 80:20 to 50:50). Yield:... Starting materials: S(=O)=O (sulfur dioxide), [O-]O.C1(=CC=CC=C1)C(C)C (cumene hydroperoxide), [O-]O.C1(=CC=CC=C1)C(C)C (cumene hydroperoxide), [O-]O.C1(=CC=CC=C1)C(C)C (cumene hydroperoxide), S(O)(O)(=O)=O (sulfuric acid). The solvent is O (water). Product: CC(O)(C1=CC=CC=C1)C (dimethyl phenyl carbinol), CC(=C)C1=CC=CC=C1 (alpha-methylstyrene). Reaction SMILES: [O-]O.[C:3]1([CH:9]([CH3:11])[CH3:10])[CH:8]=[CH:7][CH:6]=[CH:5][CH:4]=1.S(=O)=[O:13].S(=O)(=O)(O)O>O>[CH3:10][C:9]([CH3:11])([C:3]1[CH:8]=[CH:7][CH:6]=[CH:5][CH:4]=1)[OH:13].[CH3:11][C:9]([C:3]1[CH:8]=[CH:7][CH:6]=[CH:5][CH:4]=1)=[CH2:10] |f:0.1|. Reported procedure: In accordance with the present invention, this is accomplished by an improvement in the process for obtaining phenol from cumene hydroperoxide, which has been obtained by liquid-phase oxidation of cumene with molecular oxygen, which involves forming a reaction mixture by continuously feeding the cumene hydroperoxide into a decomposer wherein the incoming hydroperoxide is diluted by cumene hydroperoxide decomposition products previously formed therein, maintaining the reaction mixture at elevated...